Task: describe an organic reaction: reactants, conditions, products, and yield. Dataset: the Open Reaction Database (ORD), a public repository of structured organic reaction records The reactants are BrC1=CC(=C(NC2=NC=NC3=CC(=C(C=C23)OC)O)C=C1)F (4-(4-bromo-2-fluoroanilino)-7-hydroxy-6-methoxyquinazoline), BrCCCCl (1-bromo-3-chloropropane), C([O-])([O-])=O.[K+].[K+] (potassium carbonate). Run in CN(C)C=O (DMF), O (water). Conditions: temperature 45 celsius. The product is BrC1=CC(=C(NC2=NC=NC3=CC(=C(C=C23)OC)OCCCCl)C=C1)F (4-(4-bromo-2-fluoroanihno)-7-(3-chloropropoxy)-6-methoxyquinazoline). Yield: 33.8%. RXN SMILES: [Br:1][C:2]1[CH:21]=[CH:20][C:5]([NH:6][C:7]2[C:16]3[C:11](=[CH:12][C:13]([OH:19])=[C:14]([O:17][CH3:18])[CH:15]=3)[N:10]=[CH:9][N:8]=2)=[C:4]([F:22])[CH:3]=1.Br[CH2:24][CH2:25][CH2:26][Cl:27].C(=O)([O-])[O-].[K+].[K+]>CN(C=O)C.O>[Br:1][C:2]1[CH:21]=[CH:20][C:5]([NH:6][C:7]2[C:16]3[C:11](=[CH:12][C:13]([O:19][CH2:24][CH2:25][CH2:26][Cl:27])=[C:14]([O:17][CH3:18])[CH:15]=3)[N:10]=[CH:9][N:8]=2)=[C:4]([F:22])[CH:3]=1 |f:2.3.4|. Procedure: A mixture of 4-(4-bromo-2-fluoroanilino)-7-hydroxy-6-methoxyquinazoline (1.2 g, 3.3 mmol), (prepared as described for the starting material in Example 48), 1-bromo-3-chloropropane (1.6 ml, 16 mmol) and potassium carbonate (2.1 g, 15 mmol) in DMF (25 ml) was heated at 45° C. for 3 hours. The mixture was allowed to cool, was diluted with water and extracted with ethyl acetate (3×70 ml). The organic extracts were combined, washed with water and brine, dried (MgSO4) and the volatiles were removed by... RXN SMILES: [C:22]([O:23][CH3:24])([CH3:25])([CH3:26])[CH3:27].[I:20][CH3:21].[O:15]1[CH2:16][CH2:19][CH2:18][CH2:17]1.[c:1]1([C:7]2=[CH:8][CH2:9][C:10](=[O:14])[NH:11][CH:12]=[CH:13]2)[cH:2][cH:3][cH:4][cH:5][cH:6]1>>[c:1]1([C:7]2=[CH:8][CH2:9][C:10](=[O:14])[N:11]([CH3:16])[CH:12]=[CH:13]2)[cH:2][cH:3][cH:4][cH:5][cH:6]1. The reactants are COC(C)(C)C, CI, C1CCOC1, O=C1CC=C(c2ccccc2)C=CN1. Yields the product CN1C=CC(c2ccccc2)=CCC1=O. Starting materials: FC1=CC=C(C=C1)CC(=O)C1=CC=NC=C1 (2-(4-fluorophenyl)-1-(pyridin-4-yl)ethanone), ClC1=NC=CC=C1[N+](=O)[O-] (2-chloro-3-nitropyridine), [H-].[Na+] (sodium hydride). The solvent is CN(C=O)C (dimethylformamide). Product: FC1=CC=C(C=C1)C(C(=O)C1=CC=NC=C1)C1=NC=CC=C1[N+](=O)[O-] (2-(4-fluorophenyl)-2-(3-nitropyridin-2-yl)-1-(pyridin-4-yl)ethanone). The yield is 65.0%. As a reaction SMILES: [F:1][C:2]1[CH:7]=[CH:6][C:5]([CH2:8][C:9]([C:11]2[CH:16]=[CH:15][N:14]=[CH:13][CH:12]=2)=[O:10])=[CH:4][CH:3]=1.Cl[C:18]1[C:23]([N+:24]([O-:26])=[O:25])=[CH:22][CH:21]=[CH:20][N:19]=1.[H-].[Na+]>CN(C)C=O>[F:1][C:2]1[CH:7]=[CH:6][C:5]([CH:8]([C:18]2[C:23]([N+:24]([O-:26])=[O:25])=[CH:22][CH:21]=[CH:20][N:19]=2)[C:9]([C:11]2[CH:16]=[CH:15][N:14]=[CH:13][CH:12]=2)=[O:10])=[CH:4][CH:3]=1 |f:2.3|. Reported procedure: To a solution of 2-(4-fluorophenyl)-1-(pyridin-4-yl)ethanone (4.0 g, 18.6 mmol) [prepared as described in Example 1 above] and 2-chloro-3-nitropyridine (6.50 g, 41.13 mmol) in dimethylformamide (50 ml) at 0° C. was added sodium hydride (1.65 g, 41 mmol, 60% in oil) under an argon atmosphere. The reaction mixture was warmed to room temperature and stirred for an hour. The reaction mixture was quenched with water and the product was extracted into ethyl acetate. The combined organic extracts were ... The yield is 319.6%. Run at temperature 80 celsius, time 18 hour. The product is C(CCCCCCCCCCCCC)OCC(O)COCC (1-tetradecyl-3-ethylglycerol). Reaction SMILES: [O-:1][CH2:2][CH3:3].[Na+].C(O)C.[CH2:8]([O:12][CH2:13][CH2:14][CH2:15][CH2:16][CH2:17][CH2:18][CH2:19][CH2:20][CH2:21][CH2:22][CH2:23][CH2:24][CH2:25][CH3:26])[CH:9]1[O:11][CH2:10]1>>[CH2:13]([O:12][CH2:8][CH:9]([CH2:10][O:1][CH2:2][CH3:3])[OH:11])[CH2:14][CH2:15][CH2:16][CH2:17][CH2:18][CH2:19][CH2:20][CH2:21][CH2:22][CH2:23][CH2:24][CH2:25][CH3:26] |f:0.1|. Reactants: [O-]CC.[Na+] (sodium ethoxide), C(C)O (ethanol), C(C1CO1)OCCCCCCCCCCCCCC (tetradecyl glycidyl ether). Procedure: Under nitrogen stream, 30 g of sodium ethoxide was added to 851.8 g (18.5 mol) of ethanol, and the mixture was heated to 80° C. Then, 500 g (1.85 mol) of tetradecyl glycidyl ether were added dropwise thereto. The mixture was stirred for 18 hours at the same temperature. Thereafter, ethanol was distilled off, and 10.8 g of 85% phosphoric acid was added thereto, followed by washing the resultant mixture with water three times. After water washing, distillation was performed under reduced pressure,... The reactants are NS(=O)(=O)C1=C(N=C(S1)NC(C)=O)C (N-[5-(aminosulfonyl)-4-methyl-1,3-thiazol-2-yl]acetamide), FC1=C(CSC2=NC(=CC(=N2)NS(=O)(=O)C2=C(N=C(S2)NC(C)=O)C)OC)C=CC=C1F (N-{5-[({2-[(2,3-Difluorobenzyl)thio]-6-methoxypyrimidin-4-yl}amino)sulfonyl]-4-methyl-1,3-thiazol-2-yl}acetamide). Solvent: O.NN (hydrazine hydrate), O (H2O). Conditions: time 4 hour. Yields the product NC=1SC(=C(N1)C)S(=O)(=O)N (2-Amino-4-methyl-1,3-thiazole-5-sulfonamide). RXN SMILES: [NH2:1][S:2]([C:5]1[S:9][C:8]([NH:10]C(=O)C)=[N:7][C:6]=1[CH3:14])(=[O:4])=[O:3].FC1C(F)=CC=CC=1CSC1N=C(NS(C2SC(NC(=O)C)=NC=2C)(=O)=O)C=C(OC)N=1>O.NN.O>[NH2:10][C:8]1[S:9][C:5]([S:2]([NH2:1])(=[O:4])=[O:3])=[C:6]([CH3:14])[N:7]=1 |f:2.3|. Reported procedure: A suspension of N-[5-(aminosulfonyl)-4-methyl-1,3-thiazol-2-yl]acetamide (the product from Example 53, step (0.44 g) in hydrazine hydrate (1.5 ml) was stirred at room temperature for 4 h. The mixture was diluted with H2O and extracted with EtOAc (×4). The combined organic extracts were dried (MgSO4), filtered and evaporated to give the subtitle compound as an off-white solid. Yield 0.23 g. The reactants are FC1=C(C=CC(=C1)F)C1=CC=C(C=C1)C(CC(=O)N)C (3-(2',4'-difluoro-4-biphenylyl)butyramide), Cl (hydrochloric acid), C(C)(=O)O (acetic acid). Run in O (water). Yields the product FC1=C(C=CC(=C1)F)C1=CC=C(C=C1)C(CC(=O)O)C (3-(2' ,4'-difluoro-4-biphenylyl)butyric acid). Reaction SMILES: [F:1][C:2]1[CH:7]=[C:6]([F:8])[CH:5]=[CH:4][C:3]=1[C:9]1[CH:14]=[CH:13][C:12]([CH:15]([CH3:20])[CH2:16][C:17](N)=[O:18])=[CH:11][CH:10]=1.Cl.C(O)(=[O:24])C>O>[F:1][C:2]1[CH:7]=[C:6]([F:8])[CH:5]=[CH:4][C:3]=1[C:9]1[CH:14]=[CH:13][C:12]([CH:15]([CH3:20])[CH2:16][C:17]([OH:24])=[O:18])=[CH:11][CH:10]=1. Reported procedure: A mixture of 1 g. of 3-(2',4'-difluoro-4-biphenylyl)butyramide, 2 ml. of concentrated hydrochloric acid and 2 ml. of acetic acid is heated under reflux for 48 hours and, after addition of water, is worked up in the customary manner to give 3-(2' ,4'-difluoro-4-biphenylyl)butyric acid, m.p. 109°-110°. The reactants are O1CCNC2=C1C=CC=C2 (3,4-dihydro-2H-1,4-benzoxazine), S1C=C(C=C1)CC(=O)O (thiophene-3-acetic acid), CCN(C(C)C)C(C)C (DIPEA), C=1C=CC2=C(C1)N=NN2O (HOBt), CCN=C=NCCCN(C)C.Cl (EDCl). Solvent: C(Cl)Cl (CH2Cl2), CN(C)C=O (DMF), C(Cl)Cl (CH2Cl2). Conditions: temperature 70 celsius, time 8 hour. Yields the product N.CO.CCOC(=O)C (NH3 MeOH EtOAc), 2A. Isolated yield 55.0%. As a reaction SMILES: [O:1]1C2C=CC=CC=2[NH:4]C[CH2:2]1.S1C=CC([CH2:16][C:17]([OH:19])=[O:18])=C1.[CH3:20][CH2:21]N(C(C)C)C(C)C.C1C=CC2N(O)N=NC=2C=1.CCN=C=NCCCN(C)C.Cl>C(Cl)Cl.CN(C=O)C>[NH3:4].[CH3:2][OH:1].[CH3:20][CH2:21][O:19][C:17]([CH3:16])=[O:18] |f:4.5,8.9.10|. Reported procedure: A solution of 3,4-dihydro-2H-1,4-benzoxazine (0.52 g, 3.8 mmol) and thiophene-3-acetic acid (0.82 g, 5.7 mmol) in 1:1 CH2Cl2:DMF (20 mL) was treated with DIPEA (2.6 ml, 15 mmol), HOBt (1.29 g, 9.5 mmol), and EDCl (1.83 g, 9.5 mmol) and stirred at 70° C. overnight. The reaction was then diluted with CH2Cl2, washed with saturated aqueous NaHCO3, dried over Na2SO4, and concentrated. Chromatography (0-10% 1 N NH3-MeOH/EtOAc) provided 2A as a red solid (0.54 g, 55%)